Dataset: the Open Reaction Database (ORD), a public repository of structured organic reaction records. Task: describe an organic reaction: reactants, conditions, products, and yield The reactants are ClC=1C(=NC=NC1Cl)N (5,6-dichloropyrimidin-4-amine), NCC1CCN(CC1)C(=O)OC(C)(C)C (tert-butyl 4-(aminomethyl)piperidine-1-carboxylate), O(C1=CC=CC=C1)C1=CC=C(C=C1)B(O)O ((4-phenoxyphenyl)boronic acid), C1(=CCCCC1)C(=O)O (cyclohex-1-enecarboxylic acid). Product: NC1=C(C(=NC=N1)NCC1CCN(CC1)C(=O)C1=CCCCC1)C1=CC=C(C=C1)OC1=CC=CC=C1 ((4-(((6-amino-5-(4-phenoxyphenyl)pyrimidin-4-yl)amino)methyl)piperidin-1-yl)(cyclohex-1-en-1-yl)methanone). Reaction SMILES: Cl[C:2]1[C:3]([NH2:9])=[N:4][CH:5]=[N:6][C:7]=1Cl.[NH2:10][CH2:11][CH:12]1[CH2:17][CH2:16][N:15]([C:18]([O:20]C(C)(C)C)=O)[CH2:14][CH2:13]1.[O:25]([C:32]1[CH:37]=[CH:36][C:35](B(O)O)=[CH:34][CH:33]=1)[C:26]1[CH:31]=[CH:30][CH:29]=[CH:28][CH:27]=1.[C:41]1(C(O)=O)[CH2:46][CH2:45][CH2:44][CH2:43][CH:42]=1>>[NH2:9][C:3]1[N:4]=[CH:5][N:6]=[C:7]([NH:10][CH2:11][CH:12]2[CH2:13][CH2:14][N:15]([C:18]([C:41]3[CH2:46][CH2:45][CH2:44][CH2:43][CH:42]=3)=[O:20])[CH2:16][CH2:17]2)[C:2]=1[C:29]1[CH:30]=[CH:31][C:26]([O:25][C:32]2[CH:37]=[CH:36][CH:35]=[CH:34][CH:33]=2)=[CH:27][CH:28]=1. Procedure: (4-(((6-amino-5-(4-phenoxyphenyl)pyrimidin-4-yl)amino)methyl)piperidin-1-yl)(cyclohex-1-en-1-yl)methanone was prepared from 5,6-dichloropyrimidin-4-amine, tert-butyl 4-(aminomethyl)piperidine-1-carboxylate, (4-phenoxyphenyl)boronic acid, and cyclohex-1-enecarboxylic acid using methods B, C, D, and E. HPLC purity: 100%. MS: m/z=484 [M+H]+. Starting materials: C1(CC1)C1=CC=C2C(=NC(=NC2=C1)C(C1=NC=C(C=C1)F)(F)F)SC (7-cyclopropyl-2-(difluoro(5-fluoropyridin-2-yl)methyl)-4-(methylthio)quinazoline), ClC=1C=C(C(=O)OO)C=CC1 (meta-chloroperoxybenzoic acid), CC1=CC(=NN1)N (5-methyl-1H-pyrazol-3-amine). The solvent is C(Cl)Cl (DCM), C1CCOC1 (THF), C(Cl)Cl (DCM). Run at temperature 0 celsius, time 20 minute. The product is C1(CC1)C1=CC=C2C(=NC(=NC2=C1)C(C1=NC=C(C=C1)F)(F)F)NC1=NNC(=C1)C (7-cyclopropyl-2-(difluoro(5-fluoropyridin-2-yl)methyl)-N-(5-methyl-1H-pyrazol-3-yl)quinazolin-4-amine). Isolated yield 7.7%. As a reaction SMILES: [CH:1]1([C:4]2[CH:13]=[C:12]3[C:7]([C:8](SC)=[N:9][C:10]([C:14]([F:23])([F:22])[C:15]4[CH:20]=[CH:19][C:18]([F:21])=[CH:17][N:16]=4)=[N:11]3)=[CH:6][CH:5]=2)[CH2:3][CH2:2]1.ClC1C=C(C=CC=1)C(OO)=O.[CH3:37][C:38]1[NH:42][N:41]=[C:40]([NH2:43])[CH:39]=1>C(Cl)Cl.C1COCC1>[CH:1]1([C:4]2[CH:13]=[C:12]3[C:7]([C:8]([NH:43][C:40]4[CH:39]=[C:38]([CH3:37])[NH:42][N:41]=4)=[N:9][C:10]([C:14]([F:23])([F:22])[C:15]4[CH:20]=[CH:19][C:18]([F:21])=[CH:17][N:16]=4)=[N:11]3)=[CH:6][CH:5]=2)[CH2:3][CH2:2]1. Procedure: To 7-cyclopropyl-2-(difluoro(5-fluoropyridin-2-yl)methyl)-4-(methylthio)quinazoline from Step A (137 mg, 0.378 mmol) in DCM (5 mL) at 0° C. was added 70% meta-chloroperoxybenzoic acid (139 mg, 0.567 mmol). The mixture was stirred for at 0° C. for 20 min, then DCM (15 mL) was added and the mixture was washed with saturated aq NaHCO3 (20 mL) and saturated aq sodium thiosulfate (20 mL). The organic layer was dried over Na2SO4 and concentrated under reduced pressure. To the residue was added 5-methy...